From a dataset of the Open Reaction Database (ORD), a public repository of structured organic reaction records. describe an organic reaction: reactants, conditions, products, and yield RXN SMILES: [CH3:14][Si:15]([n:16]1[cH:17][n:18][cH:19][n:20]1)([CH3:21])[CH3:22].[CH3:29][C:30](=[O:31])[OH:32].[O:1]1[CH2:2][C:3]1([CH2:4][Cl:5])[c:6]1[c:7]([F:13])[cH:8][c:9]([F:12])[cH:10][cH:11]1.[O:33]=[CH:34][N:35]([CH3:36])[CH3:37].[OH2:38].[n:23]1([K:28])[n:24][cH:25][n:26][cH:27]1>>[O:1]([C:3]([CH2:2][n:23]1[n:24][cH:25][n:26][cH:27]1)([CH2:4][Cl:5])[c:6]1[c:7]([F:13])[cH:8][c:9]([F:12])[cH:10][cH:11]1)[Si:15]([CH3:14])([CH3:21])[CH3:22]. Starting materials: C[Si](C)(C)n1cncn1, CC(=O)O, Fc1ccc(C2(CCl)CO2)c(F)c1, CN(C)C=O, O, [K]n1cncn1. The product is C[Si](C)(C)OC(CCl)(Cn1cncn1)c1ccc(F)cc1F.